From a dataset of the Open Reaction Database (ORD), a public repository of structured organic reaction records. describe an organic reaction: reactants, conditions, products, and yield Isolated yield 103.3%. Solvent: CO (methanol). Reaction SMILES: C([O:9][CH:10]1[CH2:18][CH:13]2[O:14][C:15](=[O:17])[CH2:16][CH:12]2[CH:11]1/[CH:19]=[CH:20]/[C@@H:21]([CH:23]1[CH2:28][CH2:27][CH2:26][CH2:25][CH2:24]1)[OH:22])(=O)C1C=CC=CC=1.C([O-])([O-])=O.[K+].[K+].Cl>CO>[CH:23]1([C@@H:21]([OH:22])/[CH:20]=[CH:19]/[C@@H:11]2[C@@H:12]3[C@@H:13]([O:14][C:15](=[O:17])[CH2:16]3)[CH2:18][C@H:10]2[OH:9])[CH2:28][CH2:27][CH2:26][CH2:25][CH2:24]1 |f:1.2.3|. Product: C1(CCCCC1)[C@H](/C=C/[C@H]1[C@@H](C[C@@H]2OC(C[C@@H]21)=O)O)O ((3aR, 4R, 5R, 6aS)-4-[(E)-(3R)-3-Cyclohexyl-3-hydroxy-propenyl]-hexahydro-5-hydroxy-2H-cyclopenta[b]furan-2-one). Starting materials: C(C1=CC=CC=C1)(=O)OC1C(C2C(OC(C2)=O)C1)\C=C\[C@H](O)C1CCCCC1 (5-(Benzoyloxy)-4-[(E)-(3R)-3-cyclohexyl-3-hydroxy-1-propenyl]-hexahydro-2H-cyclopenta[b]furan-2-one), C(=O)([O-])[O-].[K+].[K+] (K2CO3), 2h, Cl (HCl). Procedure: To a solution of 42 (7.35 g, 19.1 mmol) in methanol (100 mL) was added K2CO3 (2.64 g, 19.1 mmol). After 2h, 200 mL of 2M HCl was added, the mixture was extracted with ethyl acetate (3×100 mL), and the combined organic layers were dried over MgSO4, filtered, and concentrated to afford crude diol 43 (5.53 g), which was used in the next step without purification.